From a dataset of the Open Reaction Database (ORD), a public repository of structured organic reaction records. describe an organic reaction: reactants, conditions, products, and yield The reactants are CC(C)(C)OC(=O)CBr, Oc1nc(-c2ccc(F)cc2)cs1, [H-], [Na+], CN(C)C=O. Product: CC(C)(C)OC(=O)COc1nc(-c2ccc(F)cc2)cs1. Reaction SMILES: [C:16]([CH3:17])([CH3:18])([CH3:19])[O:20][C:21]([CH2:22][Br:23])=[O:24].[F:3][c:4]1[cH:5][cH:6][c:7](-[c:10]2[n:11][c:12]([OH:15])[s:13][cH:14]2)[cH:8][cH:9]1.[H-:1].[Na+:2].[O:25]=[CH:26][N:27]([CH3:28])[CH3:29]>>[F:3][c:4]1[cH:5][cH:6][c:7](-[c:10]2[n:11][c:12]([O:15][CH2:22][C:21]([O:20][C:16]([CH3:17])([CH3:18])[CH3:19])=[O:24])[s:13][cH:14]2)[cH:8][cH:9]1. Starting materials: Cc1n[nH]c(=O)c(-c2c(F)cc(F)cc2F)c1-c1ccc(C(F)(F)F)cc1, O=P(Cl)(Cl)Cl. The product is Cc1nnc(Cl)c(-c2c(F)cc(F)cc2F)c1-c1ccc(C(F)(F)F)cc1. RXN SMILES: [CH3:1][c:2]1[c:3](-[c:18]2[cH:19][cH:20][c:21]([C:24]([F:25])([F:26])[F:27])[cH:22][cH:23]2)[c:4](-[c:9]2[c:10]([F:17])[cH:11][c:12]([F:16])[cH:13][c:14]2[F:15])[c:5](=[O:8])[nH:6][n:7]1.[P:28]([Cl:29])([Cl:30])([Cl:31])=[O:32]>>[CH3:1][c:2]1[c:3](-[c:18]2[cH:19][cH:20][c:21]([C:24]([F:25])([F:26])[F:27])[cH:22][cH:23]2)[c:4](-[c:9]2[c:10]([F:17])[cH:11][c:12]([F:16])[cH:13][c:14]2[F:15])[c:5]([Cl:30])[n:6][n:7]1. The reactants are CC(C)([O-])C.[K+] (potassium tert-butoxide), C1(CC1)C1=NOC(=C1CS(=O)(=O)C1=NOC(C1)(C)C)C (3-Cyclopropyl-4-(5,5-dimethyl-4,5-dihydroisoxazol-3-ylsulfonylmethyl)-5-methyl-isoxazole), ClC(C(Cl)(Cl)Cl)(Cl)Cl (hexachloroethane). The solvent is O (water), C1CCOC1 (THF). Conditions: temperature -78 celsius. Yields the product ClC(C=1C(=NOC1C)C1CC1)S(=O)(=O)C1=NOC(C1)(C)C (4-[chloro-(5,5-dimethyl-4,5-dihydroisoxazole-3-sulfonyl)methyl]-3-cyclopropyl-5-methyl-isoxazole). The yield is 44.2%. Reaction SMILES: [CH:1]1([C:4]2[C:8]([CH2:9][S:10]([C:13]3[CH2:17][C:16]([CH3:19])([CH3:18])[O:15][N:14]=3)(=[O:12])=[O:11])=[C:7]([CH3:20])[O:6][N:5]=2)[CH2:3][CH2:2]1.CC(C)([O-])C.[K+].[Cl:27]C(Cl)(Cl)C(Cl)(Cl)Cl>C1COCC1.O>[Cl:27][CH:9]([S:10]([C:13]1[CH2:17][C:16]([CH3:18])([CH3:19])[O:15][N:14]=1)(=[O:11])=[O:12])[C:8]1[C:4]([CH:1]2[CH2:3][CH2:2]2)=[N:5][O:6][C:7]=1[CH3:20] |f:1.2|. Procedure details: 3-Cyclopropyl-4-(5,5-dimethyl-4,5-dihydroisoxazol-3-ylsulfonylmethyl)-5-methyl-isoxazole (108 mg, 0.36 mmol) was dissolved in THF (5 ml) under nitrogen. The solution was cooled to −78° C. and potassium tert-butoxide (0.4 ml, 0.4 mmol) added, followed by hexachloroethane (90 mg, 0.4 mmol). The solution was allowed to warm to room temperature, diluted with water (20 ml) and extracted with ethyl acetate (3×15 ml). The combined organic phases were dried over magnesium sulfate and concentrated. The c... The reactants are NC1=C(C=CC2=CC=CC(=C12)NS(=O)(=O)CCCCCCCCCCCCCCCC)O (1-amino-8-hexadecanesulfonamido-2-naphthol), C(C)(=O)NC1=CC=C(C2=CC=C(C(=C12)O)N=NC1=C(C=CC=C1)OC)S(=O)(=O)Cl (4-acetamido-5-hydroxy-6-(o-methoxyphenylazo)naphthalene-1-sulfonyl chloride). The solvent is ice water, N1=CC=CC=C1 (pyridine). Run at time 8 hour. Yields the product C(C)(=O)NC1=CC=C(C2=CC=C(C(=C12)O)N=NC1=C(C=CC=C1)OC)S(=O)(=O)NC1=C(C=CC2=CC=CC(=C12)NS(=O)(=O)CCCCCCCCCCCCCCCC)O (1-[4-acetamido-5-hydroxy-6-(o-methoxyphenylazo)-naphthalene-1-sulfonamido]-8-hexadecanesulfonamido-2-naphthol). Isolated yield 54.9%. As a reaction SMILES: [NH2:1][C:2]1[C:11]2[C:6](=[CH:7][CH:8]=[CH:9][C:10]=2[NH:12][S:13]([CH2:16][CH2:17][CH2:18][CH2:19][CH2:20][CH2:21][CH2:22][CH2:23][CH2:24][CH2:25][CH2:26][CH2:27][CH2:28][CH2:29][CH2:30][CH3:31])(=[O:15])=[O:14])[CH:5]=[CH:4][C:3]=1[OH:32].[C:33]([NH:36][C:37]1[C:46]2[C:41](=[CH:42][CH:43]=[C:44]([N:48]=[N:49][C:50]3[CH:55]=[CH:54][CH:53]=[CH:52][C:51]=3[O:56][CH3:57])[C:45]=2[OH:47])[C:40]([S:58](Cl)(=[O:60])=[O:59])=[CH:39][CH:38]=1)(=[O:35])[CH3:34]>N1C=CC=CC=1>[C:33]([NH:36][C:37]1[C:46]2[C:41](=[CH:42][CH:43]=[C:44]([N:48]=[N:49][C:50]3[CH:55]=[CH:54][CH:53]=[CH:52][C:51]=3[O:56][CH3:57])[C:45]=2[OH:47])[C:40]([S:58]([NH:1][C:2]2[C:11]3[C:6](=[CH:7][CH:8]=[CH:9][C:10]=3[NH:12][S:13]([CH2:16][CH2:17][CH2:18][CH2:19][CH2:20][CH2:21][CH2:22][CH2:23][CH2:24][CH2:25][CH2:26][CH2:27][CH2:28][CH2:29][CH2:30][CH3:31])(=[O:15])=[O:14])[CH:5]=[CH:4][C:3]=2[OH:32])(=[O:59])=[O:60])=[CH:39][CH:38]=1)(=[O:35])[CH3:34]. Procedure details: To a solution of 0.85 g (0.0018 mole) crude 1-amino-8-hexadecanesulfonamido-2-naphthol in 16 ml pyridine at 0° C was added 0.81 g (0.0018 mole) 4-acetamido-5-hydroxy-6-(o-methoxyphenylazo)naphthalene-1-sulfonyl chloride. The mixture was stirred overnight at room temperature, then poured in ice water containing 18 ml concentrated hydrochloric acid. The product was dried and triturated first with hot 1:1 dioxaneisopropyl alcohol and then with hot methanol to give 0.85 g of product, m.p. 177°-180° ...